This data is from the Open Reaction Database (ORD), a public repository of structured organic reaction records. The task is: describe an organic reaction: reactants, conditions, products, and yield Starting materials: NC1=C(C(=O)C2=CC=CC=C2)C=CC(=C1)C (2-amino-4-methylbenzophenone), NC(=S)N (thiourea), CS(=O)C (DMSO). Solvent: CCCCCC.CCOC(=O)C (hexane EtOAc). Reaction conditions: temperature 140 celsius. Yields the product C1(=CC=CC=C1)C1=NC=NC2=CC(=CC=C12)C (4-phenyl-7-methyl-quinazoline). Isolated yield 98.9%. As a reaction SMILES: [NH2:1][C:2]1[CH:15]=[C:14]([CH3:16])[CH:13]=[CH:12][C:3]=1[C:4]([C:6]1[CH:11]=[CH:10][CH:9]=[CH:8][CH:7]=1)=O.[NH2:17][C:18](N)=S.CS(C)=O>CCCCCC.CCOC(C)=O>[C:6]1([C:4]2[C:3]3[C:2](=[CH:15][C:14]([CH3:16])=[CH:13][CH:12]=3)[N:1]=[CH:18][N:17]=2)[CH:11]=[CH:10][CH:9]=[CH:8][CH:7]=1 |f:3.4|. Procedure: To a 20 mL microwave reaction vial with a micro magnetic stir bar, were added 0.284 g of 2-amino-4-methylbenzophenone, 0.208 g of thiourea and 3 mL of DMSO. Then the vial was sealed and heated with microwave at 140° C. for 20 hours to form an orange liquid. The reaction mixture was treated in a similar method via column chromatography with hexane/EtOAc (6:1) as eluent to afford 0.293 g of 4-phenyl-7-methyl-quinazoline, in a yield of 99.0%. Starting materials: COC(=O)C(Br)COCc1ccccc1, O=C([O-])[O-], [K+], [K+], CC(C)(C)OC(=O)N(Cc1cc2c(cn1)OCCO2)C1CCNCC1, CN(C)C=O. The product is COC(=O)C(COCc1ccccc1)N1CCC(N(Cc2cc3c(cn2)OCCO3)C(=O)OC(C)(C)C)CC1. Reaction SMILES: [Br:26][CH:27]([C:28](=[O:29])[O:30][CH3:31])[CH2:32][O:33][CH2:34][c:35]1[cH:36][cH:37][cH:38][cH:39][cH:40]1.[C:41](=[O:42])([O-:43])[O-:44].[K+:45].[K+:46].[O:1]1[CH2:2][CH2:3][O:4][c:5]2[cH:6][n:7][c:8]([CH2:11][N:12]([C:13]([O:14][C:15]([CH3:16])([CH3:17])[CH3:18])=[O:19])[CH:20]3[CH2:21][CH2:22][NH:23][CH2:24][CH2:25]3)[cH:9][c:10]21.[O:47]=[CH:48][N:49]([CH3:50])[CH3:51]>>[O:1]1[CH2:2][CH2:3][O:4][c:5]2[cH:6][n:7][c:8]([CH2:11][N:12]([C:13]([O:14][C:15]([CH3:16])([CH3:17])[CH3:18])=[O:19])[CH:20]3[CH2:21][CH2:22][N:23]([CH:27]([C:28](=[O:29])[O:30][CH3:31])[CH2:32][O:33][CH2:34][c:35]4[cH:36][cH:37][cH:38][cH:39][cH:40]4)[CH2:24][CH2:25]3)[cH:9][c:10]21. Reactants: OC=1C=C(C(=O)NC2=NN(C=C2)C)C=C(C1)OC(C)C (3-hydroxy-5-[(1-methylethyl)oxy]-N-(1-methyl-1H-pyrazol-3-yl)benzamide), N1(CCC1)C(=O)C1=NC=C(C=N1)Br (2-(azetidin-1-ylcarbonyl)-5-bromopyrimidine), C([O-])([O-])=O.[Cs+].[Cs+] (cesium carbonate), C(C)(=O)OCC (ethyl acetate). Reagents/catalysts: C1=CC=C(C=C1)P(C2=CC=CC=C2)C3=CC=CC=C3.C1=CC=C(C=C1)P(C2=CC=CC=C2)C3=CC=CC=C3.C1=CC=C(C=C1)P(C2=CC=CC=C2)C3=CC=CC=C3.[Cu]Br (bromotris(triphenylphosphine)copper(I)). Solvent: CC(=O)N(C)C (DMA), O (water). Conditions: temperature 160 celsius, time 4 hour. Product: N1(CCC1)C(=O)C1=NC=C(C=N1)OC=1C=C(C(=O)NC2=NN(C=C2)C)C=C(C1)OC(C)C (3-{[2-(Azetidin-1-ylcarbonyl)pyrimidin-5-yl]oxy}-5-[(1-methylethyl)oxy]-N-(1-methyl-1H-pyrazol-3-yl)benzamide). The yield is 50.1%. As a reaction SMILES: [OH:1][C:2]1[CH:3]=[C:4]([CH:14]=[C:15]([O:17][CH:18]([CH3:20])[CH3:19])[CH:16]=1)[C:5]([NH:7][C:8]1[CH:12]=[CH:11][N:10]([CH3:13])[N:9]=1)=[O:6].[N:21]1([C:25]([C:27]2[N:32]=[CH:31][C:30](Br)=[CH:29][N:28]=2)=[O:26])[CH2:24][CH2:23][CH2:22]1.C(=O)([O-])[O-].[Cs+].[Cs+].C(OCC)(=O)C>CC(N(C)C)=O.C1C=CC(P(C2C=CC=CC=2)C2C=CC=CC=2)=CC=1.C1C=CC(P(C2C=CC=CC=2)C2C=CC=CC=2)=CC=1.C1C=CC(P(C2C=CC=CC=2)C2C=CC=CC=2)=CC=1.[Cu]Br.O>[N:21]1([C:25]([C:27]2[N:28]=[CH:29][C:30]([O:1][C:2]3[CH:3]=[C:4]([CH:14]=[C:15]([O:17][CH:18]([CH3:20])[CH3:19])[CH:16]=3)[C:5]([NH:7][C:8]3[CH:12]=[CH:11][N:10]([CH3:13])[N:9]=3)=[O:6])=[CH:31][N:32]=2)=[O:26])[CH2:24][CH2:23][CH2:22]1 |f:2.3.4,7.8.9.10|. Reported procedure: A mixture of 3-hydroxy-5-[(1-methylethyl)oxy]-N-(1-methyl-1H-pyrazol-3-yl)benzamide (250 mg, 0.91 mmol), 2-(azetidin-1-ylcarbonyl)-5-bromopyrimidine (242 mg, 1.0 mmol), cesium carbonate (886 mg, 2.72 mmol) and bromotris(triphenylphosphine)copper(I) (423 mg, 0.45 mmol) in DMA (5 mL) was stirred in a ‘Biotage initiator Microwave’ at 160° C. for 4 hours. The mixture was added to ethyl acetate (50 mL) and water (50 mL), the organic layer washed with brine (50 mL), dried (MgSO4), filtered and the sol... Reactants: BrC1=C(C=C(N)C=C1)F (4-bromo-3-fluoro-aniline), CS(=O)(=O)Cl (methanesulfonyl chloride). Run in CCOC(=O)C (EtOAc), N1=CC=CC=C1 (pyridine). Reaction conditions: time 8 hour. Product: BrC1=C(C=C(C=C1)NS(=O)(=O)C)F (N-(4-bromo-3-fluoro-phenyl)-methanesulfonamide). Isolated yield 87.5%. As a reaction SMILES: [Br:1][C:2]1[CH:8]=[CH:7][C:5]([NH2:6])=[CH:4][C:3]=1[F:9].[CH3:10][S:11](Cl)(=[O:13])=[O:12]>N1C=CC=CC=1.CCOC(C)=O>[Br:1][C:2]1[CH:8]=[CH:7][C:5]([NH:6][S:11]([CH3:10])(=[O:13])=[O:12])=[CH:4][C:3]=1[F:9]. Reported procedure: step 1—To a solution of 4-bromo-3-fluoro-aniline (1.00 g, 5.263 mmol) in pyridine (5 mL) at 0° C. was added methanesulfonyl chloride (0.500 mL, 6.424 mmol). The reaction was gradually warmed to RT and stirred overnight then diluted with EtOAc. The organic layer was washed successively with saturated aqueous CuSO4 solution, brine, dried (Na2SO4), filtered and concentrated. The crude residue was purified by SiO2 chromatography eluting with an EtOAc/hexane gradient (5 to 20% EtOAc) to afford 1.235 ... Reactants: O=C([O-])O, CN1CCCC1=O, COC(=O)c1cccc(Cn2ccc3ncnc(Cl)c32)c1, Nc1ccc(OCc2cccc(F)c2)c(Cl)c1, [Na+]. Yields the product COC(=O)c1cccc(Cn2ccc3ncnc(Nc4ccc(OCc5cccc(F)c5)c(Cl)c4)c32)c1. As a reaction SMILES: [C:46](=[O:47])([O-:48])[OH:49].[CH3:39][N:40]1[CH2:41][CH2:42][CH2:43][C:44]1=[O:45].[Cl:1][c:2]1[c:3]2[c:4]([n:5][cH:6][n:7]1)[cH:8][cH:9][n:10]2[CH2:11][c:12]1[cH:13][c:14]([C:15](=[O:16])[O:17][CH3:18])[cH:19][cH:20][cH:21]1.[Cl:22][c:23]1[cH:24][c:25]([NH2:26])[cH:27][cH:28][c:29]1[O:30][CH2:31][c:32]1[cH:33][c:34]([F:38])[cH:35][cH:36][cH:37]1.[Na+:50]>>[c:2]1([NH:26][c:25]2[cH:24][c:23]([Cl:22])[c:29]([O:30][CH2:31][c:32]3[cH:33][c:34]([F:38])[cH:35][cH:36][cH:37]3)[cH:28][cH:27]2)[c:3]2[c:4]([n:5][cH:6][n:7]1)[cH:8][cH:9][n:10]2[CH2:11][c:12]1[cH:13][c:14]([C:15](=[O:16])[O:17][CH3:18])[cH:19][cH:20][cH:21]1. The reactants are COc1cc(N)cc(OC)c1OC, CC(=O)O, [H][H], Cc1c(C#N)ccc2nc(N)nc(N)c12, O. Product: COc1cc(NCc2ccc3nc(N)nc(N)c3c2C)cc(OC)c1OC. RXN SMILES: [CH3:16][O:17][c:18]1[cH:19][c:20]([NH2:21])[cH:22][c:23]([O:27][CH3:28])[c:24]1[O:25][CH3:26].[CH3:32][C:33](=[O:34])[OH:35].[H:29][H:30].[NH2:1][c:2]1[n:3][c:4]2[cH:5][cH:6][c:7]([C:14]#[N:15])[c:8]([CH3:13])[c:9]2[c:10]([NH2:12])[n:11]1.[OH2:31]>>[NH2:1][c:2]1[n:3][c:4]2[cH:5][cH:6][c:7]([CH2:14][NH:15][c:20]3[cH:19][c:18]([O:17][CH3:16])[c:24]([O:25][CH3:26])[c:23]([O:27][CH3:28])[cH:22]3)[c:8]([CH3:13])[c:9]2[c:10]([NH2:12])[n:11]1. The reactants are C(CCCCCCCCCCCCCCCCC)OC(=O)C1=CC=C(CBr)C=C1 (4-octadecyloxycarbonylbenzyl bromide), CSC=1SC2=C(N1)C=CC=C2 (2-methylmercaptobenzothiazole). The product is C(CCCCCCCCCCCCCCCCC)OC(=O)C1=CC=C(CN2C(SC3=C2C=CC=C3)=S)C=C1 (3-(4-octadecyloxycarbonylbenzyl)benzothiazoline-2-thione). As a reaction SMILES: [CH2:1]([O:19][C:20]([C:22]1[CH:29]=[CH:28][C:25]([CH2:26]Br)=[CH:24][CH:23]=1)=[O:21])[CH2:2][CH2:3][CH2:4][CH2:5][CH2:6][CH2:7][CH2:8][CH2:9][CH2:10][CH2:11][CH2:12][CH2:13][CH2:14][CH2:15][CH2:16][CH2:17][CH3:18].C[S:31][C:32]1[S:33][C:34]2[CH:40]=[CH:39][CH:38]=[CH:37][C:35]=2[N:36]=1>>[CH2:1]([O:19][C:20]([C:22]1[CH:29]=[CH:28][C:25]([CH2:26][N:36]2[C:35]3[CH:37]=[CH:38][CH:39]=[CH:40][C:34]=3[S:33][C:32]2=[S:31])=[CH:24][CH:23]=1)=[O:21])[CH2:2][CH2:3][CH2:4][CH2:5][CH2:6][CH2:7][CH2:8][CH2:9][CH2:10][CH2:11][CH2:12][CH2:13][CH2:14][CH2:15][CH2:16][CH2:17][CH3:18]. Procedure details: 4-Octadecyloxycarbonylbenzyl bromide (4.7 g, Step 2) and 2-methylmercaptobenzothiazole (2.5 g) were heated together for 35 minutes/190°-195° C. The mixture was cooled and triturated with ligroin to produce a solid which was recrystallized from pyridine/methanol to form the product; yield 4.5 g (81%), m.p. 105°-107° C.